From a dataset of the Open Reaction Database (ORD), a public repository of structured organic reaction records. describe an organic reaction: reactants, conditions, products, and yield Starting materials: BrC=1C=C(C(=O)OC)C=C(C1)C1=NC=C(C=C1)C (methyl 3-bromo-5-(5-methylpyridin-2-yl)benzoate), [OH-].[Li+] (lithium hydroxide). Solvent: O1CCCC1 (tetrahydrofuran). Run at temperature 50 celsius, time 8 hour. Product: BrC=1C=C(C(=O)O)C=C(C1)C1=NC=C(C=C1)C (3-Bromo-5-(5-methylpyridin-2-yl)benzoic acid). RXN SMILES: [Br:1][C:2]1[CH:3]=[C:4]([CH:9]=[C:10]([C:12]2[CH:17]=[CH:16][C:15]([CH3:18])=[CH:14][N:13]=2)[CH:11]=1)[C:5]([O:7]C)=[O:6].[OH-].[Li+]>O1CCCC1>[Br:1][C:2]1[CH:3]=[C:4]([CH:9]=[C:10]([C:12]2[CH:17]=[CH:16][C:15]([CH3:18])=[CH:14][N:13]=2)[CH:11]=1)[C:5]([OH:7])=[O:6] |f:1.2|. Procedure: A round bottom flask was charged with methyl 3-bromo-5-(5-methylpyridin-2-yl)benzoate (300 mg, 0.98 mmol), tetrahydrofuran (15 mL) and lithium hydroxide (70 mg, 2.94 mmol). The reaction mixture was stirred at 50° C. overnight, and then filtered through sodium sulfate. The filtrate was concentrated under reduced pressure to afford the product as a white solid. The reactants are [H-].[Na+] (sodium hydride), [I-].[Na+] (sodium iodide), ClC1=CC=C(C(=O)NC2=CC=C(C=C2)Cl)C=C1 (4-chloro-N-(4-chlorophenyl)-benzamid), COC(CCCCCCCBr)=O (8-bromocaprylic acid methyl ester). Run in CN(C=O)C (dimethylformamide). The product is COC(CCCCCCCN(C(C1=CC=C(C=C1)Cl)=O)C1=CC=C(C=C1)Cl)=O (8-[4-Chloro-N-(4-chlorophenyl)-benzamido]-caprylic acid methyl ester). Reaction SMILES: [H-].[Na+].[Cl:3][C:4]1[CH:19]=[CH:18][C:7]([C:8]([NH:10][C:11]2[CH:16]=[CH:15][C:14]([Cl:17])=[CH:13][CH:12]=2)=[O:9])=[CH:6][CH:5]=1.[CH3:20][O:21][C:22](=[O:31])[CH2:23][CH2:24][CH2:25][CH2:26][CH2:27][CH2:28][CH2:29]Br.[I-].[Na+]>CN(C)C=O>[CH3:20][O:21][C:22](=[O:31])[CH2:23][CH2:24][CH2:25][CH2:26][CH2:27][CH2:28][CH2:29][N:10]([C:11]1[CH:16]=[CH:15][C:14]([Cl:17])=[CH:13][CH:12]=1)[C:8](=[O:9])[C:7]1[CH:18]=[CH:19][C:4]([Cl:3])=[CH:5][CH:6]=1 |f:0.1,4.5|. Procedure details: As described in example 1(a), 2.4 g (0.1 mol) of sodium hydride, 25.2 g (0.1 mol) of 4-chloro-N-(4-chlorophenyl)-benzamid, 200 ml dimethylformamide, 23.7 g (0.1 mol) of 8-bromocaprylic acid methyl ester and 3 g (0.02 mol) of sodium iodide are reacted. Reaction time: 5.5 hours; reaction temperature: 110° C. The crude product is used in the next step without any further purification. The reactants are CN(C)C=O, CI, [H-], [K+], [K+], CCC(CO)c1ccc([N+](=O)[O-])cc1, [Na+], O=P([O-])(O)O, O=P([O-])(O)O. Yields the product CCC(COC)c1ccc([N+](=O)[O-])cc1. Reaction SMILES: [CH3:31][N:32]([CH3:33])[CH:34]=[O:35].[CH3:3][I:4].[H-:1].[K+:24].[K+:30].[N+:5](=[O:6])([O-:7])[c:8]1[cH:9][cH:10][c:11]([CH:14]([CH2:15][OH:16])[CH2:17][CH3:18])[cH:12][cH:13]1.[Na+:2].[P:19]([O-:20])([OH:21])([OH:22])=[O:23].[P:25]([OH:26])([O-:27])([OH:28])=[O:29]>>[CH3:3][O:16][CH2:15][CH:14]([c:11]1[cH:10][cH:9][c:8]([N+:5](=[O:6])[O-:7])[cH:13][cH:12]1)[CH2:17][CH3:18]. Reactants: CCc1nnc(-c2ccc(OC)cc2)n1-c1ccc([N+](=O)[O-])cc1, [Cl-], Cl. Product: CCc1nnc(-c2ccc(OC)cc2)n1-c1ccc(N)cc1. Reaction SMILES: [CH2:2]([CH3:3])[c:4]1[n:5][n:6][c:7](-[c:18]2[cH:19][cH:20][c:21]([O:24][CH3:25])[cH:22][cH:23]2)[n:8]1-[c:9]1[cH:10][cH:11][c:12]([N+:15]([O-:16])=[O:17])[cH:13][cH:14]1.[Cl-:1].[ClH:26]>>[CH2:2]([CH3:3])[c:4]1[n:5][n:6][c:7](-[c:18]2[cH:19][cH:20][c:21]([O:24][CH3:25])[cH:22][cH:23]2)[n:8]1-[c:9]1[cH:10][cH:11][c:12]([NH2:15])[cH:13][cH:14]1. The solvent is CN(C=O)C (N,N-dimethylformamide), C(C)#N (acetonitrile). Yields the product BrC1=CC(=C(C=C1)C(NC(=O)NC1=CC(=CC=C1)C(F)(F)F)C1=C(CCCC1=O)O)OC (1-((4-Bromo-2-methoxyphenyl)(2-hydroxy-6-oxocyclohex-1-enyl)methyl)-3-(3-(trifluoromethyl)phenyl)urea). Reactants: C[Si](C)(C)Cl (Trimethylsilyl chloride), C1(CC(CCC1)=O)=O (cyclohexane-1,3-dione), BrC1=CC(=C(C=O)C=C1)OC (4-bromo-2-methoxybenz-aldehyde), FC(C=1C=C(C=CC1)NC(=O)N)(F)F (1-(3-(trifluoromethyl)phenyl)urea), ice water. Reaction SMILES: [C:1]1(=[O:8])[CH2:6][CH2:5][CH2:4][C:3](=[O:7])[CH2:2]1.[Br:9][C:10]1[CH:17]=[CH:16][C:13]([CH:14]=O)=[C:12]([O:18][CH3:19])[CH:11]=1.[F:20][C:21]([F:33])([F:32])[C:22]1[CH:23]=[C:24]([NH:28][C:29]([NH2:31])=[O:30])[CH:25]=[CH:26][CH:27]=1.C[Si](Cl)(C)C>CN(C)C=O.C(#N)C>[Br:9][C:10]1[CH:17]=[CH:16][C:13]([CH:14]([C:2]2[C:3](=[O:7])[CH2:4][CH2:5][CH2:6][C:1]=2[OH:8])[NH:31][C:29]([NH:28][C:24]2[CH:25]=[CH:26][CH:27]=[C:22]([C:21]([F:20])([F:32])[F:33])[CH:23]=2)=[O:30])=[C:12]([O:18][CH3:19])[CH:11]=1. Reaction conditions: time 30 minute. Procedure: A mixture of cyclohexane-1,3-dione (700 mg, 6.24 mmol), 4-bromo-2-methoxybenz-aldehyde (1.35 g, 6.28 mmol) and 1-(3-(trifluoromethyl)phenyl)urea (1.27 g, 6.24 mmol) in N,N-dimethylformamide (2.0 mL) and acetonitrile (3.0 mL) is stirred at room temperature for 20 min Trimethylsilyl chloride (1 M in dichloromethane, 9.0 mL, 9.0 mmol) is added, and the mixture is stirred at room temperature for 30 min and poured into ice water. The mixture is stirred for 3 h and concentrated under reduced pressure.... Starting materials: C=CCN, Cc1cc(Cl)c2[nH]ncc2n1, O. Yields the product C=CCNc1cc(C)nc2cn[nH]c12. As a reaction SMILES: [CH2:12]([CH:13]=[CH2:14])[NH2:15].[Cl:1][c:2]1[c:3]2[c:4]([n:5][c:6]([CH3:8])[cH:7]1)[cH:9][n:10][nH:11]2.[OH2:16]>>[c:2]1([NH:15][CH2:12][CH:13]=[CH2:14])[c:3]2[c:4]([n:5][c:6]([CH3:8])[cH:7]1)[cH:9][n:10][nH:11]2. The reactants are N=C(N)S, C1CCNCC1, CCO, C=CC(N)=O. The product is NC(=O)CCN1CCCCC1. Reaction SMILES: [C:1]([SH:2])(=[NH:3])[NH2:4].[CH2:5]1[CH2:6][CH2:7][NH:8][CH2:9][CH2:10]1.[CH3:16][CH2:17][OH:18].[NH2:11][C:12](=[O:13])[CH:14]=[CH2:15]>>[CH2:5]1[CH2:6][CH2:7][N:8]([CH2:15][CH2:14][C:12]([NH2:11])=[O:13])[CH2:9][CH2:10]1. The reactants are C1CCOC1, CI, Cn1cc(C2=C(c3coc4cc(CO)ccc34)C(=O)NC2=O)c2cc(F)ccc21, [H-], [Na+]. Product: CN1C(=O)C(c2coc3cc(CO)ccc23)=C(c2cn(C)c3ccc(F)cc23)C1=O. Reaction SMILES: [CH2:34]1[O:35][CH2:36][CH2:37][CH2:38]1.[CH3:32][I:33].[F:1][c:2]1[cH:3][c:4]2[c:5]([C:12]3=[C:16]([c:17]4[cH:18][o:19][c:20]5[c:21]4[cH:22][cH:23][c:24]([CH2:26][OH:27])[cH:25]5)[C:15](=[O:28])[NH:14][C:13]3=[O:29])[cH:6][n:7]([CH3:11])[c:8]2[cH:9][cH:10]1.[H-:30].[Na+:31]>>[F:1][c:2]1[cH:3][c:4]2[c:5]([C:12]3=[C:16]([c:17]4[cH:18][o:19][c:20]5[c:21]4[cH:22][cH:23][c:24]([CH2:26][OH:27])[cH:25]5)[C:15](=[O:28])[N:14]([CH3:32])[C:13]3=[O:29])[cH:6][n:7]([CH3:11])[c:8]2[cH:9][cH:10]1. The reactants are C1(CCCCC1)CC(=O)OC (methyl cyclohexylacetate), C(C)=O (acetaldehyde), C(C)(C)NC(C)C (diisopropylamine), C(CCC)[Li] (n-butyllithium), solution. The solvent is O1CCCC1 (tetrahydrofuran), O1CCCC1 (tetrahydrofuran), O1CCCC1 (tetrahydrofuran), CCCCCC (hexane). Reaction conditions: time 0.5 hour. The product is C1(CCCCC1)C(C(=O)OC)CO (Methyl 2-cyclohexyl-3-hydroxypropionate). Reaction SMILES: C(NC(C)C)(C)C.C([Li])CCC.[CH:13]1([CH2:19][C:20]([O:22][CH3:23])=[O:21])[CH2:18][CH2:17][CH2:16][CH2:15][CH2:14]1.[CH:24](=[O:26])C>O1CCCC1.CCCCCC>[CH:13]1([CH:19]([CH2:24][OH:26])[C:20]([O:22][CH3:23])=[O:21])[CH2:18][CH2:17][CH2:16][CH2:15][CH2:14]1. Reported procedure: To a stirred solution of diisopropylamine (0.85 ml, 6.10 mmol) in 30 ml tetrahydrofuran at -78° under argon was added n-butyllithium (2.5 ml of a 2.5M solution in hexane). After 0.5 hour, methyl cyclohexylacetate (1 ml, 6.10 mmol) was added dropwise in 10 ml tetrahydrofuran. The solution was stirred for 45 minutes, after which was added acetaldehyde (1 ml) in 10 ml tetrahydrofuran. This solution was stirred for two hours at -78°, warmed to room temperature and stirred an additional 12 hours, que... Reactants: C1(CCCC1)CBr (cyclopentylmethylbromide), C(CCC)[Li] (butyllithium), C(C)(C)NC(C)C (diisopropylamine), C1(CC1)C#N (cyclopropanecarbonitrile). Solvent: O (water), CCCCCC (hexane), O1CCCC1 (tetrahydrofuran), CN1C(N(CCC1)C)=O (1,3-dimethyl-3,4,5,6-tetrahydro-2(1H)-pyrimidinone). Conditions: temperature 0 celsius, time 0.5 hour. The product is C1(CCCC1)CC1(CC1)C#N (1-(cyclopentylmethyl)cyclo-propanecarbonitrile). Isolated yield 29.9%. Reaction SMILES: C([Li])CCC.C(NC(C)C)(C)C.[CH:13]1([C:16]#[N:17])[CH2:15][CH2:14]1.[CH:18]1([CH2:23]Br)[CH2:22][CH2:21][CH2:20][CH2:19]1>CCCCCC.O1CCCC1.O.CN1CCCN(C)C1=O>[CH:18]1([CH2:23][C:13]2([C:16]#[N:17])[CH2:15][CH2:14]2)[CH2:22][CH2:21][CH2:20][CH2:19]1. Reported procedure: A solution of butyllithium in hexane (2.5M; 80 ml) was added to a solution of diisopropylamine (27.8 ml) and 1,3-dimethyl-3,4,5,6-tetrahydro-2(1H)-pyrimidinone (28.6 ml) in tetrahydrofuran (188 ml) stirring at 0° C. Stirring was continued for 0.5 hours then the mixture was cooled to -78° C. and cyclopropanecarbonitrile (13.4 g) was added. After stirring at -78° C. for a further 1 hour cyclopentylmethylbromide (37.6 g) was added slowly, then the mixture allowed to warm to ambient temperature and ...